This data is from the Open Reaction Database (ORD), a public repository of structured organic reaction records. The task is: describe an organic reaction: reactants, conditions, products, and yield Starting materials: NC=1C=C2C(=CNC2=CC1)C1CCN(CC1)C (5-amino-3-(1-methylpiperidin-4-yl)-1H-indole), CN=C=S (methyl isothiocyanate). Yields the product CNC(=S)NC=1C=C2C(=CNC2=CC1)C1CCN(CC1)C (N-methyl-N′-(3-(1-methylpiperidin-4-yl)-1H-indol-5-yl)thiourea). Isolated yield 85.8%. RXN SMILES: [NH2:1][C:2]1[CH:3]=[C:4]2[C:8](=[CH:9][CH:10]=1)[NH:7][CH:6]=[C:5]2[CH:11]1[CH2:16][CH2:15][N:14]([CH3:17])[CH2:13][CH2:12]1.[CH3:18][N:19]=[C:20]=[S:21]>>[CH3:18][NH:19][C:20]([NH:1][C:2]1[CH:3]=[C:4]2[C:8](=[CH:9][CH:10]=1)[NH:7][CH:6]=[C:5]2[CH:11]1[CH2:16][CH2:15][N:14]([CH3:17])[CH2:13][CH2:12]1)=[S:21]. Procedure details: Beginning with 15.0 mg (0.0655 mMol) 5-amino-3-(1-methylpiperidin-4-yl)-1H-indole and 9.56 mg (0.098 mMol) methyl isothiocyanate, 17.0 mg (86%) of the title compound were recovered. Starting materials: C(CCC)N(C(=O)C=1N=C(N(C1)CCC1=CC=CC=C1)C1=C(C=C(C(=O)OC)C=C1)C(=O)OCC1=CC=CC=C1)CCCC (3-benzyl 1-methyl 4-(4-(dibutylcarbamoyl)-1-phenethyl-1H-imidazol-2-yl)isophthalate). The reagents and catalysts are [Pd] (Pd/C). Run in CO (MeOH). Conditions: time 2 hour. Yields the product C(CCC)N(C(=O)C=1N=C(N(C1)CCC1=CC=CC=C1)C1=C(C(=O)O)C=C(C=C1)C(=O)OC)CCCC (2-(4-(Dibutylcarbamoyl)-1-phenethyl-1H-imidazol-2-yl)-5-(methoxycarbonyl)benzoic acid). The yield is 93.9%. RXN SMILES: [CH2:1]([N:5]([CH2:41][CH2:42][CH2:43][CH3:44])[C:6]([C:8]1[N:9]=[C:10]([C:21]2[CH:30]=[CH:29][C:24]([C:25]([O:27][CH3:28])=[O:26])=[CH:23][C:22]=2[C:31]([O:33]CC2C=CC=CC=2)=[O:32])[N:11]([CH2:13][CH2:14][C:15]2[CH:20]=[CH:19][CH:18]=[CH:17][CH:16]=2)[CH:12]=1)=[O:7])[CH2:2][CH2:3][CH3:4]>CO.[Pd]>[CH2:41]([N:5]([CH2:1][CH2:2][CH2:3][CH3:4])[C:6]([C:8]1[N:9]=[C:10]([C:21]2[CH:30]=[CH:29][C:24]([C:25]([O:27][CH3:28])=[O:26])=[CH:23][C:22]=2[C:31]([OH:33])=[O:32])[N:11]([CH2:13][CH2:14][C:15]2[CH:20]=[CH:19][CH:18]=[CH:17][CH:16]=2)[CH:12]=1)=[O:7])[CH2:42][CH2:43][CH3:44]. Reported procedure: To a solution of 3-benzyl 1-methyl 4-(4-(dibutylcarbamoyl)-1-phenethyl-1H-imidazol-2-yl)isophthalate (170 mg, 0.28 mmol) in MeOH (5.0 mL) was added Pd/C (10%). The reaction mixture was stirred under H2 atmosphere for 2 h. The reaction mixture was then filtered through a small pad of CELITE®, washing thoroughly with MeOH. The filtrate was concentrated in vacuo to provide the title compound (133 mg, 92%), which was used without further purification. MS(ESI+) m/z 506.2 (M+H)+. Reactants: FC(C=C[Sn](CCCC)(CCCC)CCCC)(C1=CC=C(C=C1)Cl)F (1,1-difluoro-1-(4-chlorophenyl)-3-tributylstannyl-2-propene), O1C(=CC=C1)P(C=1OC=CC1)C=1OC=CC1 (tri-2-furylphosphine), tris(dibenzylidineacetone)dipalladium(0), NC1=NC(=C(C(=N1)N)I)C (2,4-diamino-5-iodo-6-methylpyrimidine). The solvent is CN(C=O)C (N,N-dimethylformamide). Run at time 5 minute. The product is NC1=NC(=C(C(=N1)N)C=CC(C1=CC=C(C=C1)Cl)(F)F)C (2,4-diamino-6-methyl-5-[3,3-difluoro-3-(4-chlorophenyl)-1-propenyl]pyrimidine). As a reaction SMILES: O1C=CC=C1P(C1OC=CC=1)C1OC=CC=1.[NH2:17][C:18]1[N:23]=[C:22]([NH2:24])[C:21](I)=[C:20]([CH3:26])[N:19]=1.[F:27][C:28]([F:51])([C:44]1[CH:49]=[CH:48][C:47]([Cl:50])=[CH:46][CH:45]=1)[CH:29]=[CH:30][Sn](CCCC)(CCCC)CCCC>CN(C)C=O>[NH2:17][C:18]1[N:23]=[C:22]([NH2:24])[C:21]([CH:30]=[CH:29][C:28]([F:51])([F:27])[C:44]2[CH:49]=[CH:48][C:47]([Cl:50])=[CH:46][CH:45]=2)=[C:20]([CH3:26])[N:19]=1. Reported procedure: A mixture of 0.04 gram (catalyst) of tri-2-furylphosphine and 0.04 gram (catalyst) of tris(dibenzylidineacetone)dipalladium(0) in 30 mL of N,N-dimethylformamide is purged with dry nitrogen gas and stirred at ambient temperature for five minutes. After this time 1.2 grams (0.0048 mole) of 2,4-diamino-5-iodo-6-methylpyrimidine (prepared in Step B of Example 3) is added in one portion. The reaction vessel is then immersed in an oil bath that is preheated to 60° C. where it is maintained for about f... Procedure details: Into a 2 liter three-necked reaction vessel fitted with an air-cooling tube and a mechanical stirrer, 48.3 g (0.1 mol) of N4,N4′-bis(2,4-dimethylphenyl)-N4-p-tolylbiphenyl-4,4′-diamine, 39.5 g (0.11 mol) of 4′-bromo-4-iodobiphenyl, 20 g of copper powder and 200 mL of o-dichlorobenzene were introduced and heated for 12 hours in an oil bath. After the reaction was completed, the reaction mixture was left to cool to room temperature, followed by removing solid matter by filtration, and thereafter e... The solvent is ClC1=C(C=CC=C1)Cl (o-dichlorobenzene). Reagents/catalysts: [Cu] (copper). As a reaction SMILES: [CH3:1][C:2]1[CH:7]=[C:6]([CH3:8])[CH:5]=[CH:4][C:3]=1[N:9]([C:31]1[CH:36]=[CH:35][C:34]([CH3:37])=[CH:33][CH:32]=1)[C:10]1[CH:15]=[CH:14][C:13]([C:16]2[CH:21]=[CH:20][C:19]([NH:22][C:23]3[CH:28]=[CH:27][C:26]([CH3:29])=[CH:25][C:24]=3[CH3:30])=[CH:18][CH:17]=2)=[CH:12][CH:11]=1.[Br:38][C:39]1[CH:44]=[CH:43][C:42]([C:45]2[CH:50]=[CH:49][C:48](I)=[CH:47][CH:46]=2)=[CH:41][CH:40]=1>[Cu].ClC1C=CC=CC=1Cl>[Br:38][C:39]1[CH:44]=[CH:43][C:42]([C:45]2[CH:50]=[CH:49][C:48]([N:22]([C:23]3[CH:28]=[CH:27][C:26]([CH3:29])=[CH:25][C:24]=3[CH3:30])[C:19]3[CH:20]=[CH:21][C:16]([C:13]4[CH:12]=[CH:11][C:10]([N:9]([C:3]5[CH:4]=[CH:5][C:6]([CH3:8])=[CH:7][C:2]=5[CH3:1])[C:31]5[CH:36]=[CH:35][C:34]([CH3:37])=[CH:33][CH:32]=5)=[CH:15][CH:14]=4)=[CH:17][CH:18]=3)=[CH:47][CH:46]=2)=[CH:41][CH:40]=1. The reactants are CC1=C(C=CC(=C1)C)N(C1=CC=C(C=C1)C1=CC=C(C=C1)NC1=C(C=C(C=C1)C)C)C1=CC=C(C=C1)C (N4,N4′-bis(2,4-dimethylphenyl)-N4-p-tolylbiphenyl-4,4′-diamine), BrC1=CC=C(C=C1)C1=CC=C(C=C1)I (4′-bromo-4-iodobiphenyl). Product: BrC1=CC=C(C=C1)C1=CC=C(C=C1)N(C1=CC=C(C=C1)C1=CC=C(C=C1)N(C1=CC=C(C=C1)C)C1=C(C=C(C=C1)C)C)C1=C(C=C(C=C1)C)C (N4′-(4′-bromobiphenyl-4-yl)-N4,N4′-bis(2,4-dimethylphenyl)-N4-p-tolylbiphenyl-4,4′-diamine). Starting materials: O (water), N1=CC=CC=C1 (pyridine), Cl.N1=C(C=CC=C1)C(=O)Cl (picolinoyl chloride hydrochloride), C1(=CC=CC=C1)CCC1=NC=2C=CC=C3C(CCN1C23)N (5,6-dihydro-2-(2-phenylethyl)-4H-imidazo[4,5,1-ij]quinolin-6-amine). Solvent: ClCCl (dichloromethane), ClCCl (dichloromethane). Reaction conditions: time 4 hour. Yields the product C1(=CC=CC=C1)CCC1=NC=2C=CC=C3C(CCN1C23)NC(=O)C2=NC=CC=C2 (5,6-dihydro-2-(2-phenylethyl)-6-(2-pyridinecarboxamido)-4H-imidazo[4,5,1-ij]quinoline). Isolated yield 56.2%. Reaction SMILES: [C:1]1([CH2:7][CH2:8][C:9]2[N:19]3[C:20]4[C:15]([CH:16]([NH2:21])[CH2:17][CH2:18]3)=[CH:14][CH:13]=[CH:12][C:11]=4[N:10]=2)[CH:6]=[CH:5][CH:4]=[CH:3][CH:2]=1.N1C=CC=CC=1.Cl.[N:29]1[CH:34]=[CH:33][CH:32]=[CH:31][C:30]=1[C:35](Cl)=[O:36].O>ClCCl>[C:1]1([CH2:7][CH2:8][C:9]2[N:19]3[C:20]4[C:15]([CH:16]([NH:21][C:35]([C:30]5[CH:31]=[CH:32][CH:33]=[CH:34][N:29]=5)=[O:36])[CH2:17][CH2:18]3)=[CH:14][CH:13]=[CH:12][C:11]=4[N:10]=2)[CH:6]=[CH:5][CH:4]=[CH:3][CH:2]=1 |f:2.3|. Procedure: A portion (0.4 g) of the 5,6-dihydro-2-(2-phenylethyl)-4H-imidazo[4,5,1-ij]quinolin-6-amine obtained in Step 2 of Example 17 was dissolved in anhydrous dichloromethane (5 mL); following the addition of pyridine (0.26 mL), picolinoyl chloride hydrochloride (0.28 g) was added under cooling with ice. After stirring for 4 hrs at room temperature, water (50 mL) and dichloromethane (50 mL) were added to the reaction solution and then two layers were separated, and the aqueous layer was extracted with ...